From a dataset of the Open Reaction Database (ORD), a public repository of structured organic reaction records. describe an organic reaction: reactants, conditions, products, and yield The reactants are CI (CH3I), BrC1=CC2=CC=C3C=C(C=C4C3=C2C(=C1)C4)Br (2,6-dibromo-4H-cyclopenta[def]phenanthrene), CC(C)(C)[O-].[K+] (t-BuOK), CS(=O)C (DMSO), resultant solution. Solvent: C(Cl)Cl (methylene chloride), O (water), CN(C)P(=O)(N(C)C)N(C)C (HMPA). Run at time 50 minute. Product: BrC1=CC=2CCC=3C=C(C=C4C3C2C(=C1)C4)Br (2,6-dibromo-8,9-dihydro-4H-cyclopenta[def]phenanthrene). Isolated yield 133.6%. As a reaction SMILES: [Br:1][C:2]1[CH:15]=[C:14]2[CH2:16][C:11]3[C:12]4=[C:13]2[C:4](=[CH:5][CH:6]=[C:7]4[CH:8]=[C:9]([Br:17])[CH:10]=3)[CH:3]=1.CC([O-])(C)C.[K+].CS(C)=O.CI>C(Cl)Cl.O.CN(P(N(C)C)(N(C)C)=O)C>[Br:1][C:2]1[CH:15]=[C:14]2[CH2:16][C:11]3[C:12]4[C:13]2=[C:4]([CH2:5][CH2:6][C:7]=4[CH:8]=[C:9]([Br:17])[CH:10]=3)[CH:3]=1 |f:1.2|. Procedure: 2,6-dibromo-4H-cyclopenta[def]phenanthrene (2.6 g, 7.7 mmol), t-BuOK (20.8 g, 61.6 mmol), DMSO (20 ml), and HMPA (20 ml) was placed in 50 ml round bottom flask with a syringe. The mixture was stirred for 50 minutes at room temperature and cooled to 0° C. CH3I (3.75 ml, 61.6 mmol) was dropped to the mixture with a syringe and the resultant solution was stirred for 30 minutes at 0° C. Then, water (50 ml) and methylene chloride (50 ml) were added to the solution to separate an organic layer. The or... RXN SMILES: [Br:25][CH:26]([CH2:27][CH3:28])[CH2:29][CH3:30].[CH2:1]([CH:2]=[CH2:3])[CH:4]1[C:5](=[O:24])[NH:6][CH:7]([c:17]2[cH:18][cH:19][c:20]([Cl:23])[cH:21][cH:22]2)[CH:8]([c:10]2[cH:11][c:12]([Cl:16])[cH:13][cH:14][cH:15]2)[CH2:9]1.[H-:31].[Na+:32]>>[CH2:1]([CH:2]=[CH2:3])[CH:4]1[C:5](=[O:24])[N:6]([CH:26]([CH2:27][CH3:28])[CH2:29][CH3:30])[CH:7]([c:17]2[cH:18][cH:19][c:20]([Cl:23])[cH:21][cH:22]2)[CH:8]([c:10]2[cH:11][c:12]([Cl:16])[cH:13][cH:14][cH:15]2)[CH2:9]1. Product: C=CCC1CC(c2cccc(Cl)c2)C(c2ccc(Cl)cc2)N(C(CC)CC)C1=O. Starting materials: CCC(Br)CC, C=CCC1CC(c2cccc(Cl)c2)C(c2ccc(Cl)cc2)NC1=O, [H-], [Na+]. The reactants are FC1=C(COC2=CC(N(C(=C2)C)C2=CC(=NC=C2C)C(=O)OC)=O)C=CC(=C1)F (methyl 4-[(2,4-difluorobenzyl)oxy]-5′,6-dimethyl-2-oxo-2H-1,4′-bipyridine-2′-carboxylate), ClN1C(CCC1=O)=O (N-chlorosuccinimide), ClC(C(=O)O)Cl (dichloroacetic acid). Solvent: CC(C)O (2-propanol). Conditions: temperature 60 celsius. Product: ClC=1C(N(C(=CC1OCC1=C(C=C(C=C1)F)F)C)C1=CC(=NC=C1C)C(=O)OC)=O (methyl 3-chloro-4-[(2,4-difluorobenzyl)oxy]-5′,6-dimethyl-2-oxo-2H-1,4′-bipyridine-2′-carboxylate). Yield: 92.0%. As a reaction SMILES: [F:1][C:2]1[CH:28]=[C:27]([F:29])[CH:26]=[CH:25][C:3]=1[CH2:4][O:5][C:6]1[CH:11]=[C:10]([CH3:12])[N:9]([C:13]2[C:18]([CH3:19])=[CH:17][N:16]=[C:15]([C:20]([O:22][CH3:23])=[O:21])[CH:14]=2)[C:8](=[O:24])[CH:7]=1.[Cl:30]N1C(=O)CCC1=O.ClC(Cl)C(O)=O>CC(O)C>[Cl:30][C:7]1[C:8](=[O:24])[N:9]([C:13]2[C:18]([CH3:19])=[CH:17][N:16]=[C:15]([C:20]([O:22][CH3:23])=[O:21])[CH:14]=2)[C:10]([CH3:12])=[CH:11][C:6]=1[O:5][CH2:4][C:3]1[CH:25]=[CH:26][C:27]([F:29])=[CH:28][C:2]=1[F:1]. Reported procedure: A mixture of methyl 4-[(2,4-difluorobenzyl)oxy]-5′,6-dimethyl-2-oxo-2H-1,4′-bipyridine-2′-carboxylate (0.15 g, 0.375 mmol), N-chlorosuccinimide (0.06 g, 0.43 mmol) in 2-propanol (3.0 mL) containing dichloroacetic acid (0.05 mL) was heated at 60° C. under nitrogen for 2 h. The reaction mixture was concentrated, and the residue was purified by silica-gel flash chromatography using 4% methanol in ethyl acetate. Appropriate fractions were combined and concentrated under reduced pressure to give 0.15... Reactants: CNC1CCC(Oc2ccc3c(=O)n(Cc4ccc(OC)cc4)ccc3c2)CC1, CO, O=C(O)C(F)(F)F. Product: CNC1CCC(Oc2ccc3c(=O)[nH]ccc3c2)CC1. RXN SMILES: [CH3:1][O:2][c:3]1[cH:4][cH:5][c:6]([CH2:7][n:8]2[c:9](=[O:27])[c:10]3[cH:11][cH:12][c:13]([O:18][CH:19]4[CH2:20][CH2:21][CH:22]([NH:25][CH3:26])[CH2:23][CH2:24]4)[cH:14][c:15]3[cH:16][cH:17]2)[cH:28][cH:29]1.[CH3:30][OH:31].[F:32][C:33]([F:34])([F:35])[C:36]([OH:37])=[O:38]>>[nH:8]1[c:9](=[O:27])[c:10]2[cH:11][cH:12][c:13]([O:18][CH:19]3[CH2:20][CH2:21][CH:22]([NH:25][CH3:26])[CH2:23][CH2:24]3)[cH:14][c:15]2[cH:16][cH:17]1. Reactants: ClC1=NC=NC2=CC(=CC=C12)C(=O)OC (4-Chloro-7-carbomethoxyquinazoline), C(#C)C=1C=C(N)C=CC1 (3-ethynylaniline). Solvent: C(C)(C)(C)O (tert-butyl alcohol), C(C)(C)O (isopropyl alcohol). Yields the product Cl.C(=O)(OC)C1=CC=C2C(=NC=NC2=C1)NC1=CC(=CC=C1)C#C ((7-Carbomethoxyquinazolin-4-yl)-(3-ethynylphenyl)-amine Hydrochloride). As a reaction SMILES: [Cl:1][C:2]1[C:11]2[C:6](=[CH:7][C:8]([C:12]([O:14][CH3:15])=[O:13])=[CH:9][CH:10]=2)[N:5]=[CH:4][N:3]=1.[C:16]([C:18]1[CH:19]=[C:20]([CH:22]=[CH:23][CH:24]=1)[NH2:21])#[CH:17]>C(O)(C)(C)C.C(O)(C)C>[ClH:1].[C:12]([C:8]1[CH:7]=[C:6]2[C:11]([C:2]([NH:21][C:20]3[CH:22]=[CH:23][CH:24]=[C:18]([C:16]#[CH:17])[CH:19]=3)=[N:3][CH:4]=[N:5]2)=[CH:10][CH:9]=1)([O:14][CH3:15])=[O:13] |f:4.5|. Procedure details: 4-Chloro-7-carbomethoxyquinazoline (202 mg, 0.907 mmol) and 3-ethynylaniline (110 mg, 0.939 mmol) were refluxed in 4 mL of tert-butyl alcohol for 2 hours, cooled, diluted with 4 mL of isopropyl alcohol and filtered to afford solid title product which was washed with 10 mL of diethyl ether and dried, in vacuo, at 70° C., 248 mg (80%); mp 219.5°-221° C. The reactants are N,N,N,N-Tetramethylenediamine, C(C)N(C1=CC=CC=C1)CC#C (N-ethyl-N-propargylaniline), O=O (Oxygen). Reagents/catalysts: Cl[Cu] (CuCl). Run in CN(C=O)C (DMF), CN(C=O)C (Dimethylformamide). The product is C(C)N(C1=CC=CC=C1)CC#CC#CCN(CC)C1=CC=CC=C1 (1,6 Bis(N-Ethyl-N-Phenylamino)-2,4-Hexadiyne). Isolated yield 62.0%. As a reaction SMILES: [CH2:1]([N:3]([CH2:10][C:11]#[CH:12])[C:4]1[CH:9]=[CH:8][CH:7]=[CH:6][CH:5]=1)[CH3:2].O=O>CN(C)C=O.Cl[Cu]>[CH2:1]([N:3]([CH2:10][C:11]#[C:12][C:12]#[C:11][CH2:10][N:3]([C:4]1[CH:9]=[CH:8][CH:7]=[CH:6][CH:5]=1)[CH2:1][CH3:2])[C:4]1[CH:5]=[CH:6][CH:7]=[CH:8][CH:9]=1)[CH3:2]. Reported procedure: The procedure follows that of Schlier (Ph.D. Thesis, Universitat Freiburg (1980)). To a stirred mixture of CuCl (4.90 g, 0.0495 Moles) in 300 mL Dimethylformamide (DMF) at room temperature in a bubbler was added N,N,N,N-Tetramethylenediamine (5.54 g, 0.0478 Moles). To this mixture was added via dropping funnel over 45 minutes N-ethyl-N-propargylaniline (9.24 g, 0.0581 Moles) in 150 mL DMF. Oxygen was then allowed to bubble through the mixture while stirring. After 21 hours 100 mL of water to whi...